describe an organic reaction: reactants, conditions, products, and yield From a dataset of the Open Reaction Database (ORD), a public repository of structured organic reaction records. The reactants are CCOC(=O)C(N)C(=O)c1ccccc1, C1CCOC1, CN1CCOCC1, O=C(O)c1cc2cc(Cl)ncc2[nH]1, Cl. Yields the product CCOC(=O)C(NC(=O)c1cc2cc(Cl)ncc2[nH]1)C(=O)c1ccccc1. Reaction SMILES: [CH2:15]([CH3:16])[O:17][C:18]([CH:19]([C:20]([c:21]1[cH:22][cH:23][cH:24][cH:25][cH:26]1)=[O:27])[NH2:28])=[O:29].[CH2:37]1[O:38][CH2:39][CH2:40][CH2:41]1.[CH3:30][N:31]1[CH2:32][CH2:33][O:34][CH2:35][CH2:36]1.[Cl:1][c:2]1[cH:3][c:4]2[c:5]([cH:6][n:7]1)[nH:8][c:9]([C:11](=[O:12])[OH:13])[cH:10]2.[ClH:14]>>[Cl:1][c:2]1[cH:3][c:4]2[c:5]([cH:6][n:7]1)[nH:8][c:9]([C:11](=[O:13])[NH:28][CH:19]([C:18]([O:17][CH2:15][CH3:16])=[O:29])[C:20]([c:21]1[cH:22][cH:23][cH:24][cH:25][cH:26]1)=[O:27])[cH:10]2. Reactants: CC(C)(C)OC(=O)N1CCNCC1, C1CCC2=NCCCN2CC1, CC(=O)OI1(OC(C)=O)(OC(C)=O)OC(=O)c2ccccc21, Clc1nccc2ccccc12, O. The product is CC(C)(C)OC(=O)N1CCN(c2nccc3ccccc23)CC1. Reaction SMILES: [C:12]([CH3:13])([CH3:14])([CH3:15])[O:16][C:17](=[O:18])[N:19]1[CH2:20][CH2:21][NH:22][CH2:23][CH2:24]1.[CH2:25]1[CH2:26][CH2:27][C:28]2=[N:33][CH2:32][CH2:31][CH2:30][N:29]2[CH2:34][CH2:35]1.[CH3:36][C:37]([O:38][I:39]1([O:49][C:50]([CH3:51])=[O:52])([O:53][C:54]([CH3:55])=[O:56])[c:40]2[c:41]([cH:42][cH:43][cH:44][cH:45]2)[C:46](=[O:47])[O:48]1)=[O:57].[Cl:1][c:2]1[n:3][cH:4][cH:5][c:6]2[cH:7][cH:8][cH:9][cH:10][c:11]12.[OH2:58]>>[c:2]1([N:22]2[CH2:21][CH2:20][N:19]([C:17]([O:16][C:12]([CH3:13])([CH3:14])[CH3:15])=[O:18])[CH2:24][CH2:23]2)[n:3][cH:4][cH:5][c:6]2[cH:7][cH:8][cH:9][cH:10][c:11]12. The reactants are CC1=CC=CC(=C1C1=C(C=CC=C1C)[N+](=O)[O-])[N+](=O)[O-] (6,6'-dimethyl-2,2'-dinitro-1,1'-biphenyl), O.NN (hydrazine hydrate), [H][H] (hydrogen). The reagents and catalysts are [Ni] (Raney nickel). Product: CC1=CC=CC(=C1C1=C(C=CC=C1C)N)N (6,6'-dimethyl-2,2'-diamino-1,1'-biphenyl). As a reaction SMILES: [CH3:1][C:2]1[C:7]([C:8]2[C:13]([CH3:14])=[CH:12][CH:11]=[CH:10][C:9]=2[N+:15]([O-])=O)=[C:6]([N+:18]([O-])=O)[CH:5]=[CH:4][CH:3]=1.O.NN.[H][H]>[Ni]>[CH3:14][C:13]1[C:8]([C:7]2[C:2]([CH3:1])=[CH:3][CH:4]=[CH:5][C:6]=2[NH2:18])=[C:9]([NH2:15])[CH:10]=[CH:11][CH:12]=1 |f:1.2|. Reported procedure: More specifically, o-toluidine (2) is treated with acetic anhydride to acetylate the amino grou to obtain N-acetyl-o-toluidine (3). The compound (3) is nitrated with nitric acid to obtain 2-acetylamino-3-nitrotoluene (4) which is then hydrolyzed with a hydrochloric acid aqueous solution to obtain 2-amino-3-nitrotoluene (5). The compound (5) is diazotized with sodium nitrite in the presence of sulfuric acid and then treated with an aqueous potassium iodide to obtain crude 2-iodo-3-nitrotoluene (6... Run at time 2.5 hour. Product: ClC1=C(C(=O)NC(=O)NC2=CC(=C(C=C2)C2=CC=C(C=C2)Cl)OC)C=CC=C1 (2-chloro-N-[{(2-methoxy4'-chloro[1,1'-biphenyl]-4-yl)amino}carbonyl]benzamide), Compound A. Reported procedure: To a stirred solution of 2-chlorobenzoylisocyanate (0.2 g, 1.1 mmol) in xylenes (40 ml) was added a solution of 4-(4-chlorophenyl)-3-methoxyaniline (0.2 g, 0.9 mmol) in xylenes (ml). The mixture was stirred at ambient temperature for 2.5 hours then diluted with n-heptane (60 ml) and stirred for an additional one-half hour. The resulting precipitate was collected by filtration and washed with cold pentane to provide 2-chloro-N-[{(2-methoxy4'-chloro[1,1'-biphenyl]-4-yl)amino}carbonyl]benzamide, m.... RXN SMILES: [Cl:1][C:2]1[CH:12]=[CH:11][CH:10]=[CH:9][C:3]=1[C:4]([N:6]=[C:7]=[O:8])=[O:5].[Cl:13][C:14]1[CH:19]=[CH:18][C:17]([C:20]2[CH:26]=[CH:25][C:23]([NH2:24])=[CH:22][C:21]=2[O:27][CH3:28])=[CH:16][CH:15]=1>CCCCCCC>[Cl:1][C:2]1[CH:12]=[CH:11][CH:10]=[CH:9][C:3]=1[C:4]([NH:6][C:7]([NH:24][C:23]1[CH:25]=[CH:26][C:20]([C:17]2[CH:18]=[CH:19][C:14]([Cl:13])=[CH:15][CH:16]=2)=[C:21]([O:27][CH3:28])[CH:22]=1)=[O:8])=[O:5]. Solvent: xylenes, xylenes, CCCCCCC (n-heptane). Starting materials: ClC1=C(C(=O)N=C=O)C=CC=C1 (2-chlorobenzoylisocyanate), ClC1=CC=C(C=C1)C1=C(C=C(N)C=C1)OC (4-(4-chlorophenyl)-3-methoxyaniline). The reactants are C1CCOC1, CO, [Na+], [OH-], CC(O)CNc1nccc(-c2cn(CC#N)nc2-c2cnc3c(ccn3S(=O)(=O)c3ccccc3)c2)n1. The product is CC(O)CNc1nccc(-c2cn(CC#N)nc2-c2cnc3[nH]ccc3c2)n1. RXN SMILES: [CH2:40]1[O:41][CH2:42][CH2:43][CH2:44]1.[CH3:45][OH:46].[Na+:39].[OH-:38].[c:1]1([S:2](=[O:3])(=[O:4])[n:10]2[cH:11][cH:12][c:13]3[c:14]2[n:15][cH:16][c:17](-[c:19]2[n:20][n:21]([CH2:35][C:36]#[N:37])[cH:22][c:23]2-[c:24]2[n:25][c:26]([NH:30][CH2:31][CH:32]([CH3:33])[OH:34])[n:27][cH:28][cH:29]2)[cH:18]3)[cH:5][cH:6][cH:7][cH:8][cH:9]1>>[nH:10]1[cH:11][cH:12][c:13]2[c:14]1[n:15][cH:16][c:17](-[c:19]1[n:20][n:21]([CH2:35][C:36]#[N:37])[cH:22][c:23]1-[c:24]1[n:25][c:26]([NH:30][CH2:31][CH:32]([CH3:33])[OH:34])[n:27][cH:28][cH:29]1)[cH:18]2.